Dataset: the Open Reaction Database (ORD), a public repository of structured organic reaction records. Task: describe an organic reaction: reactants, conditions, products, and yield Reactants: CCO, CCOC(=O)c1cn(C2CC2)c2c(F)c(N3CCOC(CN(C)C)C3)c(F)cc2c1=O, Cl, O. Product: CN(C)CC1CN(c2c(F)cc3c(=O)c(C(=O)O)cn(C4CC4)c3c2F)CCO1, Cl. RXN SMILES: [CH3:34][CH2:35][OH:36].[CH:1]1([n:4]2[cH:5][c:6]([C:27](=[O:28])[O:29][CH2:30][CH3:31])[c:7](=[O:26])[c:8]3[cH:9][c:10]([F:25])[c:11]([N:15]4[CH2:16][CH:17]([CH2:21][N:22]([CH3:23])[CH3:24])[O:18][CH2:19][CH2:20]4)[c:12]([F:14])[c:13]23)[CH2:2][CH2:3]1.[ClH:32].[OH2:33]>>[CH:1]1([n:4]2[cH:5][c:6]([C:27](=[O:28])[OH:29])[c:7](=[O:26])[c:8]3[cH:9][c:10]([F:25])[c:11]([N:15]4[CH2:16][CH:17]([CH2:21][N:22]([CH3:23])[CH3:24])[O:18][CH2:19][CH2:20]4)[c:12]([F:14])[c:13]23)[CH2:2][CH2:3]1.[ClH:32]. Starting materials: COC(CC1=CC=C(C=C1)NCC(CCN1CCC(CC1)OC(NC1=C(C=CC=C1)C1=CC=CC=C1)=O)=O)=O ([4-({3-[4-(biphenyl-2-ylcarbamoyloxy)piperidin-1-yl]propionyl}methylamino)phenyl]acetic acid methyl ester), [OH-].[Li+] (lithium hydroxide), Cl (hydrochloric acid). The solvent is C(C)#N (acetonitrile), O (water). Product: C1(=C(C=CC=C1)NC(=O)OC1CCN(CC1)CCC(=O)CNC1=CC=C(C=C1)CC(=O)O)C1=CC=CC=C1 ([4-({3-[4-(Biphenyl-2-ylcarbamoyloxy)piperidin-1-yl]propionyl}methylamino)phenyl]acetic Acid). Yield: 86.1%. RXN SMILES: C[O:2][C:3](=[O:39])[CH2:4][C:5]1[CH:10]=[CH:9][C:8]([NH:11][CH2:12][C:13](=[O:38])[CH2:14][CH2:15][N:16]2[CH2:21][CH2:20][CH:19]([O:22][C:23](=[O:37])[NH:24][C:25]3[CH:30]=[CH:29][CH:28]=[CH:27][C:26]=3[C:31]3[CH:36]=[CH:35][CH:34]=[CH:33][CH:32]=3)[CH2:18][CH2:17]2)=[CH:7][CH:6]=1.[OH-].[Li+].Cl>C(#N)C.O>[C:26]1([C:31]2[CH:36]=[CH:35][CH:34]=[CH:33][CH:32]=2)[CH:27]=[CH:28][CH:29]=[CH:30][C:25]=1[NH:24][C:23]([O:22][CH:19]1[CH2:18][CH2:17][N:16]([CH2:15][CH2:14][C:13]([CH2:12][NH:11][C:8]2[CH:7]=[CH:6][C:5]([CH2:4][C:3]([OH:39])=[O:2])=[CH:10][CH:9]=2)=[O:38])[CH2:21][CH2:20]1)=[O:37] |f:1.2|. Reported procedure: A stirred solution of [4-({3-[4-(biphenyl-2-ylcarbamoyloxy)piperidin-1-yl]propionyl}methylamino)phenyl]acetic acid methyl ester (8.00 g, 15.1 mmol) and lithium hydroxide (1.81 g, 75.5 mmol) in acetonitrile (20.0 mL) and water (20.0 mL) was heated at 60° C. for 3 h. The pH of the reaction mixture was adjusted to pH 5 with aqueous hydrochloric acid (1 M) and the mixture was extracted with DCM. The organic layer was dried over sodium sulfate, filtered and concentrated under reduced pressure. The re... Starting materials: CC1=CC(=CC(=N1)C1=NC(=CC=C1)C=1C=C(C=CC1)N)C1=CC=C(C=C1)C(F)(F)F (3-[6′-Methyl-4′-(4-trifluoromethyl-phenyl)-[2,2′]bipyridinyl-6-yl]-phenylamine), C(C)(=O)Cl (acetyl chloride). Solvent: CCOC(=O)C (EtOAc), CCOC(=O)C (EtOAc), C(=O)(O)[O-].[Na+] (NaHCO3). The product is CC1=CC(=CC(=N1)C1=NC(=CC=C1)C=1C=C(C=CC1)NC(C)=O)C1=CC=C(C=C1)C(F)(F)F (N-{3-[6′-Methyl-4′-(4-trifluoromethyl-phenyl)-[2,2′]bipyridinyl-6-yl]-phenyl}-acetamide). Isolated yield 56.7%. RXN SMILES: [CH3:1][C:2]1[N:7]=[C:6]([C:8]2[CH:13]=[CH:12][CH:11]=[C:10]([C:14]3[CH:15]=[C:16]([NH2:20])[CH:17]=[CH:18][CH:19]=3)[N:9]=2)[CH:5]=[C:4]([C:21]2[CH:26]=[CH:25][C:24]([C:27]([F:30])([F:29])[F:28])=[CH:23][CH:22]=2)[CH:3]=1.[C:31](Cl)(=[O:33])[CH3:32]>CCOC(C)=O.C([O-])(O)=O.[Na+]>[CH3:1][C:2]1[N:7]=[C:6]([C:8]2[CH:13]=[CH:12][CH:11]=[C:10]([C:14]3[CH:15]=[C:16]([NH:20][C:31](=[O:33])[CH3:32])[CH:17]=[CH:18][CH:19]=3)[N:9]=2)[CH:5]=[C:4]([C:21]2[CH:26]=[CH:25][C:24]([C:27]([F:28])([F:30])[F:29])=[CH:23][CH:22]=2)[CH:3]=1 |f:3.4|. Procedure: To a stirred and cooled solution of 3-[6′-methyl-4′-(4-trifluoromethyl-phenyl)-[2,2′]bipyridinyl-6-yl]-phenylamine (example 327) (0.400 g, 0.986 mmol) in EtOAc (4 mL) and sat. NaHCO3-sol. (2 mL) was added acetyl chloride (0.080 mL, 1.085 mmol) and the mixture was stirred at 23° C. for 1 h. Diluted with EtOAc, washed with sat. NaHCO3-sol. and water, dried the organic layer over Na2SO4. Removal of the solvent in vacuum left a crude product which was purified by trituration with diethyl ether to gi... Yields the product ClC1=CC(=C(N(C1=O)C)C=1C(=C(N(N1)C)C#N)C)F (5-(5-Chloro-3-fluoro-1-methyl-6-oxo-1,6-dihydropyridin-2-yl)-2,4-dimethyl-[2H]-pyrazole-3-carbonitrile). Procedure: 1.54 g of 3-chloro-6-(1,4-dimethyl-5-cyano-[1H]-pyrazol-3-yl)-5-fluoropyridin-2-ol are introduced into a mixture of 20 ml of absolute 1,2-dimethoxyethane and 5 ml of absolute dimethylformamide at 22° C. With stirring, first 1.20 g of lithium bromide are added and then, 10 minutes later, in portions, 0.28 g of a 60% sodium hydride dispersion in oil. After a further 10 minutes, 0.86 ml of methyl iodide is added, after which the mixture is stirred overnight at 90° C. The mixture is then cooled to 2... Reactants: ClC=1C(=NC(=C(C1)F)C1=NN(C(=C1C)C#N)C)O (3-chloro-6-(1,4-dimethyl-5-cyano-[1H]-pyrazol-3-yl)-5-fluoropyridin-2-ol), CI (methyl iodide), Cl (hydrochloric acid), [Br-].[Li+] (lithium bromide), [H-].[Na+] (sodium hydride). As a reaction SMILES: [Cl:1][C:2]1[C:3]([OH:18])=[N:4][C:5]([C:9]2[C:13]([CH3:14])=[C:12]([C:15]#[N:16])[N:11]([CH3:17])[N:10]=2)=[C:6]([F:8])[CH:7]=1.[Br-].[Li+].[H-].[Na+].[CH3:23]I.Cl>CN(C)C=O.COCCOC>[Cl:1][C:2]1[C:3](=[O:18])[N:4]([CH3:23])[C:5]([C:9]2[C:13]([CH3:14])=[C:12]([C:15]#[N:16])[N:11]([CH3:17])[N:10]=2)=[C:6]([F:8])[CH:7]=1 |f:1.2,3.4|. Run in CN(C=O)C (dimethylformamide), COCCOC (1,2-dimethoxyethane). Reaction conditions: temperature 22 celsius, time 10 minute. Reactants: CN(C)C=O, CC[Si](Cl)(CC)CC, O, CCCCC(=O)CO, c1c[nH]cn1. Reaction SMILES: [CH3:9][N:10]([CH3:11])[CH:12]=[O:13].[Cl:19][Si:20]([CH2:21][CH3:22])([CH2:23][CH3:24])[CH2:25][CH3:26].[OH2:27].[OH:1][CH2:2][C:3]([CH2:4][CH2:5][CH2:6][CH3:7])=[O:8].[nH:14]1[cH:15][cH:16][n:17][cH:18]1>>[O:1]([CH2:2][C:3]([CH2:4][CH2:5][CH2:6][CH3:7])=[O:8])[Si:20]([CH2:21][CH3:22])([CH2:23][CH3:24])[CH2:25][CH3:26]. Yields the product CCCCC(=O)CO[Si](CC)(CC)CC. The reactants are ClC=1C=C(C=CC1Cl)Br (3,4-dichloro-1-bromobenzene), NC=1C=C2[C@H]3[C@@H](N4C2=C(C1)CSCC4)CCN(C3)C(=O)OC(C)(C)C (tert-butyl (7bR,11aS)-6-amino-1,2,7b,10,11,11a-hexahydro-4H-pyrido[4,3-b][1,4]thiazepino[6,5,4-hi]indole-9(8H)-carboxylate). Yields the product ClC=1C=C(C=CC1Cl)NC=1C=C2[C@H]3[C@@H](N4C2=C(C1)CSCC4)CCNC3 ((7bR,11aS)-N-(3,4-dichlorophenyl)-1,2,7b,8,9,10,11,11a-octahydro-4H-pyrido[4,3-b][1,4]thiazepino[6,5,4-hi]indol-6-amine). Reaction SMILES: [Cl:1][C:2]1[CH:3]=[C:4](Br)[CH:5]=[CH:6][C:7]=1[Cl:8].[NH2:10][C:11]1[CH:12]=[C:13]2[C:17]3=[C:18]([CH2:20][S:21][CH2:22][CH2:23][N:16]3[C@H:15]3[CH2:24][CH2:25][N:26](C(OC(C)(C)C)=O)[CH2:27][C@@H:14]23)[CH:19]=1>>[Cl:1][C:2]1[CH:3]=[C:4]([NH:10][C:11]2[CH:12]=[C:13]3[C:17]4=[C:18]([CH2:20][S:21][CH2:22][CH2:23][N:16]4[C@H:15]4[CH2:24][CH2:25][NH:26][CH2:27][C@@H:14]34)[CH:19]=2)[CH:5]=[CH:6][C:7]=1[Cl:8]. Procedure details: Using 3,4-dichloro-1-bromobenzene and following the procedures described in EXAMPLE 33, Parts C and D, tert-butyl (7bR,11aS)-6-amino-1,2,7b,10,11,11a-hexahydro-4H-pyrido[4,3-b][1,4]thiazepino[6,5,4-hi]indole-9(8H)-carboxylate from EXAMPLE 33, Part B was converted into the title compound of EXAMPLE 39 as a powder. 1H NMR (CDCl3, 300 MHz) δ 1.82-1.87 (m, 2H), 2.48-2.55 (m, 1H), 2.57-2.64 (m, 1H), 2.81-3.13 (m, 6H), 3.18-3.25 (m, 1H), 3.42-3.47 (m, 1H), 3.57-3.64 (m, 1H), 3.72 (s, 2H), 5.55 (s, 1H)... Reactants: C, Cc1c(C(=O)C2CCCCC2)oc2ccc(OCc3ccccc3)cc12, NCCN, CCO, C1CCOC1, [Pd]. The product is Cc1c(C(=O)C2CCCCC2)oc2ccc(O)cc12. RXN SMILES: [C:39].[CH2:1]([c:2]1[cH:3][cH:4][cH:5][cH:6][cH:7]1)[O:8][c:9]1[cH:10][cH:11][c:12]2[c:13]([c:14]([CH3:25])[c:15]([C:17](=[O:18])[CH:19]3[CH2:20][CH2:21][CH2:22][CH2:23][CH2:24]3)[o:16]2)[cH:26]1.[CH2:35]([NH2:36])[CH2:37][NH2:38].[CH3:27][CH2:28][OH:29].[O:30]1[CH2:31][CH2:32][CH2:33][CH2:34]1.[Pd:40]>>[OH:8][c:9]1[cH:10][cH:11][c:12]2[c:13]([c:14]([CH3:25])[c:15]([C:17](=[O:18])[CH:19]3[CH2:20][CH2:21][CH2:22][CH2:23][CH2:24]3)[o:16]2)[cH:26]1.